This data is from the Open Reaction Database (ORD), a public repository of structured organic reaction records. The task is: describe an organic reaction: reactants, conditions, products, and yield Starting materials: C(C)OCC (diethyl ether), BrBr (bromine), ClC=1C=CC(=NC1)OC (5-chloro-2-methoxypyridine), C(C)(=O)[O-].[Na+] (sodium acetate). Run in O (water), C(C)(=O)O (acetic acid), C(C)(=O)O (acetic acid). Run at temperature 80 celsius, time 6 hour. Product: BrC=1C(=NC=C(C1)Cl)OC (3-Bromo-5-chloro-2-methoxypyridine). The yield is 64.5%. As a reaction SMILES: [Br:1]Br.[Cl:3][C:4]1[CH:5]=[CH:6][C:7]([O:10][CH3:11])=[N:8][CH:9]=1.C([O-])(=O)C.[Na+].C(OCC)C>C(O)(=O)C.O>[Br:1][C:6]1[C:7]([O:10][CH3:11])=[N:8][CH:9]=[C:4]([Cl:3])[CH:5]=1 |f:2.3|. Procedure: A solution of bromine (1.5 mL, 29.28 mmol) in glacial acetic acid (7 mL) was slowly added to a mixture of 5-chloro-2-methoxypyridine (2.1 g, 14.63 mmol) and sodium acetate (1.2 g, 14.63 mmol) in glacial acetic acid (7 mL) and the resulting mixture was stirred at 80° C. for 6 hours. The reaction was allowed to cool down to ambient temperature and then diethyl ether and water were added. The organic layer was separated, washed with a 1N aqueous solution of sodium hydroxide and a 4% aqueous solutio... Reactants: [H-].[Na+] (Sodium hydride), C(C1=CC=CC=C1)Br (benzyl bromide), C(C1=CC=CC=C1)Br (benzyl bromide), CN(C=O)C (dimethylformamide), C(=O)(OC(C)(C)C)NC=1C(C(=O)O)=CC(=CC1)O (N-Boc-5-hydroxyanthranilic acid), crude product. Solvent: C(C)(=O)O (Acetic acid), hexanes. Reaction conditions: time 6 hour. Product: C(=O)(OC(C)(C)C)NC=1C(C(=O)OCC2=CC=CC=C2)=CC(=CC1)OCC1=CC=CC=C1 (N-Boc-5-benzyloxyanthranilic acid, benzyl ester). Isolated yield 56.3%. Reaction SMILES: [H-].[Na+].CN(C)C=O.[C:8]([NH:15][C:16]1[C:17](=[CH:21][C:22]([OH:25])=[CH:23][CH:24]=1)[C:18]([OH:20])=[O:19])([O:10][C:11]([CH3:14])([CH3:13])[CH3:12])=[O:9].[CH2:26](Br)[C:27]1[CH:32]=[CH:31][CH:30]=[CH:29][CH:28]=1>C(O)(=O)C>[C:8]([NH:15][C:16]1[C:17](=[CH:21][C:22]([O:25][CH2:18][C:17]2[CH:21]=[CH:22][CH:23]=[CH:24][CH:16]=2)=[CH:23][CH:24]=1)[C:18]([O:20][CH2:26][C:27]1[CH:32]=[CH:31][CH:30]=[CH:29][CH:28]=1)=[O:19])([O:10][C:11]([CH3:14])([CH3:13])[CH3:12])=[O:9] |f:0.1|. Procedure details: Sodium hydride (95%, 36.2 g, 1.51 mol) was placed into a dry 5 liter 3-necked round bottom flask under an atmosphere of argon. Anhydrous dimethylformamide (DMF) (2.0 liters) was added via canula followed by the careful addition of N-Boc-5-hydroxyanthranilic acid (150 g, 0.59 mol). The reaction mixture was cooled with an ice/water bath and benzyl bromide (148 mL, 1.24 mol) was added via syringe keeping the reaction temperature below 50° C. After addition was complete, the reaction mixture was sti... The reactants are NC=1C=CC(=C(CN2CC(CC2)N(C)C)C1)Cl ([1-(5-Amino-2-chloro-benzyl)-pyrrolidin-3-yl]-dimethyl-amine), C(=S)(N1C=NC=C1)N1C=NC=C1 (1,1′-thiocarbonyldiimidazole). Solvent: C(Cl)Cl (CH2Cl2). Conditions: time 2 hour. Yields the product ClC1=C(CN2CC(CC2)N(C)C)C=C(C=C1)N=C=S ([1-(2-chloro-5-isothiocyanato-benzyl)-pyrrolidin-3-yl]-dimethyl-amine). Reaction SMILES: [NH2:1][C:2]1[CH:3]=[CH:4][C:5]([Cl:17])=[C:6]([CH:16]=1)[CH2:7][N:8]1[CH2:12][CH2:11][CH:10]([N:13]([CH3:15])[CH3:14])[CH2:9]1.[C:18](N1C=CN=C1)(N1C=CN=C1)=[S:19]>C(Cl)Cl>[Cl:17][C:5]1[CH:4]=[CH:3][C:2]([N:1]=[C:18]=[S:19])=[CH:16][C:6]=1[CH2:7][N:8]1[CH2:12][CH2:11][CH:10]([N:13]([CH3:14])[CH3:15])[CH2:9]1. Procedure: [1-(5-Amino-2-chloro-benzyl)-pyrrolidin-3-yl]-dimethyl-amine (Step f, 1.2 g, 4.7 mmol, 1.0 eq.) was dissolved into CH2Cl2 (100 ml) and 1,1′-thiocarbonyldiimidazole (0.85 g, 4.7 mmol, 1.0 eq.) was added. The reaction was stirred at RT for 2 h. TLC showed conversion of starting material into product. Concentrated down to dryness and purified by column chromatography (100% EtOAc) to give [1-(2-chloro-5-isothiocyanato-benzyl)-pyrrolidin-3-yl]-dimethyl-amine.